Dataset: the Open Reaction Database (ORD), a public repository of structured organic reaction records. Task: describe an organic reaction: reactants, conditions, products, and yield Starting materials: CO, ClCCl, O=N[O-], N#N, Cc1cc2nc3c4cc(N)ccc4n(CCN(C)C)c3nc2cc1C, NC(N)=O, [Na+], O, O=S(=O)(O)O. The product is Cc1cc2nc3c4cc(O)ccc4n(CCN(C)C)c3nc2cc1C. As a reaction SMILES: [CH3:42][OH:43].[Cl:44][CH2:45][Cl:46].[N:26](=[O:27])[O-:28].[N:34]#[N:35].[NH2:1][c:2]1[cH:3][c:4]2[c:5]([cH:6][cH:7]1)[n:8]([CH2:21][CH2:22][N:23]([CH3:24])[CH3:25])[c:9]1[n:10][c:11]3[cH:12][c:13]([CH3:20])[c:14]([CH3:19])[cH:15][c:16]3[n:17][c:18]21.[NH2:30][C:31](=[O:32])[NH2:33].[Na+:29].[OH2:41].[S:36](=[O:37])(=[O:38])([OH:39])[OH:40]>>[c:2]1([OH:27])[cH:3][c:4]2[c:5]([cH:6][cH:7]1)[n:8]([CH2:21][CH2:22][N:23]([CH3:24])[CH3:25])[c:9]1[n:10][c:11]3[cH:12][c:13]([CH3:20])[c:14]([CH3:19])[cH:15][c:16]3[n:17][c:18]21. Reactants: COc1ccccc1OCC1CO1, CCO, Cl, O=c1[nH]c2ccccc2n1CC1CCCNC1, [Na+], [Na+], O=C([O-])[O-]. Yields the product COc1ccccc1OCC(O)CN1CCCC(Cn2c(=O)[nH]c3ccccc32)C1. As a reaction SMILES: [CH3:1][O:2][c:3]1[c:4]([O:5][CH2:6][CH:7]2[O:8][CH2:9]2)[cH:10][cH:11][cH:12][cH:13]1.[CH3:38][CH2:39][OH:40].[ClH:14].[NH:15]1[CH2:16][CH:17]([CH2:21][n:22]2[c:23](=[O:31])[nH:24][c:25]3[c:26]2[cH:27][cH:28][cH:29][cH:30]3)[CH2:18][CH2:19][CH2:20]1.[Na+:32].[Na+:33].[O-:34][C:35](=[O:36])[O-:37]>>[CH3:1][O:2][c:3]1[c:4]([O:5][CH2:6][CH:7]([OH:8])[CH2:9][N:15]2[CH2:16][CH:17]([CH2:21][n:22]3[c:23](=[O:31])[nH:24][c:25]4[c:26]3[cH:27][cH:28][cH:29][cH:30]4)[CH2:18][CH2:19][CH2:20]2)[cH:10][cH:11][cH:12][cH:13]1.